The task is: describe an organic reaction: reactants, conditions, products, and yield. This data is from the Open Reaction Database (ORD), a public repository of structured organic reaction records. Reactants: COC(=O)c1cnc(N2CC(Oc3cc(F)ccc3Br)C2)cn1, CO, N. Yields the product NC(=O)c1cnc(N2CC(Oc3cc(F)ccc3Br)C2)cn1. Reaction SMILES: [Br:1][c:2]1[c:3]([O:4][CH:5]2[CH2:6][N:7]([c:9]3[n:10][cH:11][c:12]([C:15](=[O:16])[O:17][CH3:18])[n:13][cH:14]3)[CH2:8]2)[cH:19][c:20]([F:23])[cH:21][cH:22]1.[CH3:25][OH:26].[NH3:24]>>[Br:1][c:2]1[c:3]([O:4][CH:5]2[CH2:6][N:7]([c:9]3[n:10][cH:11][c:12]([C:15](=[O:16])[NH2:24])[n:13][cH:14]3)[CH2:8]2)[cH:19][c:20]([F:23])[cH:21][cH:22]1. Starting materials: FC1=CC=C(C(=O)C(CCCl)Br)C=C1 (1-p-fluorobenzoyl-1-bromo-3-chloropropane), C(=O)([O-])[O-].[K+].[K+] (K2CO3), C1(=CC=CC=C1)O (phenol), [I-].[Na+] (sodium iodide). The solvent is CC(=O)C (acetone), CC(=O)C (acetone). Product: FC1=CC=C(C(=O)C(CCCl)OC2=CC=CC=C2)C=C1 (1-p-Fluorobenzoyl-1-phenoxy-3-chloropropane). Reaction SMILES: [F:1][C:2]1[CH:14]=[CH:13][C:5]([C:6]([CH:8](Br)[CH2:9][CH2:10][Cl:11])=[O:7])=[CH:4][CH:3]=1.[C:15]1([OH:21])[CH:20]=[CH:19][CH:18]=[CH:17][CH:16]=1.[I-].[Na+].C([O-])([O-])=O.[K+].[K+]>CC(C)=O>[F:1][C:2]1[CH:14]=[CH:13][C:5]([C:6]([CH:8]([O:21][C:15]2[CH:20]=[CH:19][CH:18]=[CH:17][CH:16]=2)[CH2:9][CH2:10][Cl:11])=[O:7])=[CH:4][CH:3]=1 |f:2.3,4.5.6|. Procedure details: The 1-p-Fluorobenzoyl-1-phenoxy-3-chloropropane is prepared as follows: a solution of 30 g. of 1-p-fluorobenzoyl-1-bromo-3-chloropropane in 100 cc. anhydrous acetone is added slowly, during half an hour and with stirring, to a suspension of 10.1 g. of phenol, 1.08 g. sodium iodide and 25.2 g. K2CO3 in 350 cc. anhydrous acetone. When the addition is complete, the mixture is refluxed for 12 hours. The solid contained therein is filtered off and the filtrate is evaporated to dryness under reduced p... Reactants: C(=C)(C)C=NC(=C)O[Si](C)(C)C (1-isopropenyl-3-trimethylsilyoxy-2-aza-1,3-butadiene), BrC1=CC=C2/C(/C(N(C2=C1)COCC[Si](C)(C)C)=O)=C/C1=CC(=CC=C1)Cl (Z-6-bromo-3-(3-chloro-benzylidene)-1-(2-trimethylsilanyl-ethoxymethyl)-1,3-dihydro-indole-2-one), CO (methanol). Run in C1(=CC=CC=C1)C (toluene). Product: BrC1=CC=C2C(=C1)NC(C21C(NC(CC1C1=CC(=CC=C1)Cl)=O)C(=C)C)=O.COC(C)[Si](C)(C)C (racemic (2′R,3R,4′S)-6-bromo-4′-(3-chlorophenyl)-2′-isopropenyl-2,3-dihydro-2,6′-dioxospiro[indole-3,3′-piperidine] 1-methoxyethyl trimethylsilane). Yield: 33.6%. Reaction SMILES: [C:1]([CH:4]=[N:5][C:6]([O:8][Si:9]([CH3:12])([CH3:11])[CH3:10])=[CH2:7])([CH3:3])=[CH2:2].[Br:13][C:14]1[CH:22]=[C:21]2[C:17](/[C:18](=[CH:32]/[C:33]3[CH:38]=[CH:37][CH:36]=[C:35]([Cl:39])[CH:34]=3)/[C:19](=[O:31])[N:20]2[CH2:23][O:24][CH2:25][CH2:26][Si](C)(C)C)=[CH:16][CH:15]=1.CO>C1(C)C=CC=CC=1>[Br:13][C:14]1[CH:22]=[C:21]2[NH:20][C:19](=[O:31])[C:18]3([CH:32]([C:33]4[CH:38]=[CH:37][CH:36]=[C:35]([Cl:39])[CH:34]=4)[CH2:7][C:6](=[O:8])[NH:5][CH:4]3[C:1]([CH3:3])=[CH2:2])[C:17]2=[CH:16][CH:15]=1.[CH3:23][O:24][CH:25]([Si:9]([CH3:10])([CH3:11])[CH3:12])[CH3:26] |f:4.5|. Reported procedure: To a solution of 1-isopropenyl-3-trimethylsilyoxy-2-aza-1,3-butadiene (13 mmol) prepared in Example 87a in toluene was added E/Z-6-bromo-3-(3-chloro-benzylidene)-1-(2-trimethylsilanyl-ethoxymethyl)-1,3-dihydro-indole-2-one prepared in Example 161a (1.0 g, 2.16 mmol). The reaction mixture was refluxed under Argon for overnight. The mixture was cooled to room temperature, methanol (30 mL) was added, and then the mixture was concentrated. The residue was purified by chromatography (CH2Cl2:CH3OH=50:... Reactants: NC(C(O)C1=CC(=C(C=C1)F)F)CC1=CC=C(C=C1)C(F)(F)F ((1RS,2SR)-2-amino-1-(3,4-difluorophenyl)-3-(4-(trifluoromethyl)phenyl)-1-propanol), C1(=CC=CC=C1)CCC(=O)Cl (3-phenylpropionyl chloride), C(O)([O-])=O.[Na+] (sodium hydrogen carbonate). Solvent: C(C)(=O)OCC (ethyl acetate), O (water). Conditions: time 8 hour. The product is FC=1C=C(C=CC1F)C(C(CC1=CC=C(C=C1)C(F)(F)F)NC(CCC1=CC=CC=C1)=O)O (N-((1RS,2SR)-2-(3,4-difluorophenyl)-2-hydroxy-1-((4-(trifluoromethyl)phenyl)methyl)ethyl)-3-phenylpropanamide). Isolated yield 84.0%. RXN SMILES: [NH2:1][CH:2]([CH2:13][C:14]1[CH:19]=[CH:18][C:17]([C:20]([F:23])([F:22])[F:21])=[CH:16][CH:15]=1)[CH:3]([C:5]1[CH:10]=[CH:9][C:8]([F:11])=[C:7]([F:12])[CH:6]=1)[OH:4].[C:24]1([CH2:30][CH2:31][C:32](Cl)=[O:33])[CH:29]=[CH:28][CH:27]=[CH:26][CH:25]=1.C(=O)([O-])O.[Na+]>C(OCC)(=O)C.O>[F:12][C:7]1[CH:6]=[C:5]([CH:3]([OH:4])[CH:2]([NH:1][C:32](=[O:33])[CH2:31][CH2:30][C:24]2[CH:29]=[CH:28][CH:27]=[CH:26][CH:25]=2)[CH2:13][C:14]2[CH:19]=[CH:18][C:17]([C:20]([F:23])([F:22])[F:21])=[CH:16][CH:15]=2)[CH:10]=[CH:9][C:8]=1[F:11] |f:2.3|. Procedure: To a solution of (1RS,2SR)-2-amino-1-(3,4-difluorophenyl)-3-(4-(trifluoromethyl)phenyl)-1-propanol (400 mg, 1.21 mmol) in ethyl acetate. (20 ml) were added 3-phenylpropionyl chloride (269 ml, 1.81 mmol) and saturated aqueous sodium hydrogen carbonate (20 ml) and the mixture was stirred overnight at room temperature. The reaction solution was diluted with water (100 ml) and extracted with ethyl acetate (100 ml×2). The extract was washed with saturated brine, dried over anhydrous magnesium sulfate... Starting materials: COC(=O)C=1CN(CCC1OS(=O)(=O)C(F)(F)F)C(=O)OC(C)(C)C (4-trifluoromethanesulfonyloxy-5,6-dihydro-2H-pyridine-1,3-dicarboxylic acid 1-tert-butyl ester 3-methyl ester), [NH4+].[Cl-] (NH4Cl), BrC1=CC=C(OCCOC2=C(C=C(C=C2Cl)C)Cl)C=C1 (1-[2-(4-Bromo-phenoxy)-ethoxy]-2,6-dichloro-4-methyl-benzene), [Li]CCCC (BuLi). The reagents and catalysts are [Cl-].[Cl-].[Zn+2] (ZnCl2), C=1C=CC(=CC1)[P](C=2C=CC=CC2)(C=3C=CC=CC3)[Pd]([P](C=4C=CC=CC4)(C=5C=CC=CC5)C=6C=CC=CC6)([P](C=7C=CC=CC7)(C=8C=CC=CC8)C=9C=CC=CC9)[P](C=1C=CC=CC1)(C=1C=CC=CC1)C=1C=CC=CC1 (Pd(PPh3)4). Solvent: C1CCOC1 (THF), C1CCOC1 (THF), C1CCOC1 (THF). Conditions: temperature -78 celsius, time 30 minute. Product: COC(=O)C=1CN(CCC1C1=CC=C(C=C1)OCCOC1=C(C=C(C=C1Cl)C)Cl)C(=O)OC(C)(C)C (4-{4-[2-(2,6-Dichloro-4-methyl-phenoxy)-ethoxy]-phenyl}-5,6-dihydro-2H-pyridine-1,3-dicarboxylic Acid 1-tert-butyl Ester 3-methyl Ester). Yield: 100.1%. As a reaction SMILES: Br[C:2]1[CH:20]=[CH:19][C:5]([O:6][CH2:7][CH2:8][O:9][C:10]2[C:15]([Cl:16])=[CH:14][C:13]([CH3:17])=[CH:12][C:11]=2[Cl:18])=[CH:4][CH:3]=1.[Li]CCCC.[CH3:26][O:27][C:28]([C:30]1[CH2:31][N:32]([C:44]([O:46][C:47]([CH3:50])([CH3:49])[CH3:48])=[O:45])[CH2:33][CH2:34][C:35]=1OS(C(F)(F)F)(=O)=O)=[O:29].[NH4+].[Cl-]>C1COCC1.[Cl-].[Cl-].[Zn+2].C1C=CC([P]([Pd]([P](C2C=CC=CC=2)(C2C=CC=CC=2)C2C=CC=CC=2)([P](C2C=CC=CC=2)(C2C=CC=CC=2)C2C=CC=CC=2)[P](C2C=CC=CC=2)(C2C=CC=CC=2)C2C=CC=CC=2)(C2C=CC=CC=2)C2C=CC=CC=2)=CC=1>[CH3:26][O:27][C:28]([C:30]1[CH2:31][N:32]([C:44]([O:46][C:47]([CH3:50])([CH3:49])[CH3:48])=[O:45])[CH2:33][CH2:34][C:35]=1[C:2]1[CH:20]=[CH:19][C:5]([O:6][CH2:7][CH2:8][O:9][C:10]2[C:15]([Cl:16])=[CH:14][C:13]([CH3:17])=[CH:12][C:11]=2[Cl:18])=[CH:4][CH:3]=1)=[O:29] |f:3.4,6.7.8,^1:64,66,85,104|. Reported procedure: 1-[2-(4-Bromo-phenoxy)-ethoxy]-2,6-dichloro-4-methyl-benzene (16.6 g, 44.2 mmol) was dissolved in THF (150 mL), and the sol. was cooled to −78° C. BuLi (1.6M in hexane, 31.4 mL, 50.3 mmol) was added, and the mixture was stirred at −78° C. for 30 min. ZnCl2 (1M in THF, 56.0 mL, 56.0 mmol) was added, and the mixture was allowed to warm up to rt. The mixture was stirred at rt for 1 h. A sol. of 4-trifluoromethanesulfonyloxy-5,6-dihydro-2H-pyridine-1,3-dicarboxylic acid 1-tert-butyl ester 3-methyl e... Starting materials: FC(C1=CC=C(CON=C(CC)C2=CC=C(C=C2)NCC(=O)OCC)C=C1)(F)F (Ethyl 2-((4-(1-(((4-(trifluoromethyl)benzyl)oxy)imino)propyl)phenyl)amino)acetate), [OH-].[Li+] (lithium hydroxide). The solvent is C1CCOC1 (THF), O (water). Reaction conditions: temperature 25 celsius, time 3 hour. The product is FC(C1=CC=C(CON=C(CC)C2=CC=C(C=C2)NCC(=O)O)C=C1)(F)F (2-((4-(1-(((4-(Trifluoromethyl)benzyl)oxy)imino)propyl)phenyl)amino)acetic acid). Yield: 80.0%. As a reaction SMILES: [F:1][C:2]([F:29])([F:28])[C:3]1[CH:27]=[CH:26][C:6]([CH2:7][O:8][N:9]=[C:10]([C:13]2[CH:18]=[CH:17][C:16]([NH:19][CH2:20][C:21]([O:23]CC)=[O:22])=[CH:15][CH:14]=2)[CH2:11][CH3:12])=[CH:5][CH:4]=1.[OH-].[Li+]>C1COCC1.O>[F:1][C:2]([F:28])([F:29])[C:3]1[CH:27]=[CH:26][C:6]([CH2:7][O:8][N:9]=[C:10]([C:13]2[CH:18]=[CH:17][C:16]([NH:19][CH2:20][C:21]([OH:23])=[O:22])=[CH:15][CH:14]=2)[CH2:11][CH3:12])=[CH:5][CH:4]=1 |f:1.2|. Reported procedure: To a solution of the product of step 3 (2.2 g, 5.39 mmoles) in THF (10 ml), a solution of lithium hydroxide (0.45 g, 10.77 mmoles) in water (10 mL) was added and the reaction mixture was stirred at 25° C. for 3 hours. The solvents were evaporated under reduced pressure. The residue was dissolved in water and neutralized to pH 6 with 1N HCl. Solid seperated was filtered, washed with water and dried over CaCl2 under vacuum to give 1.64 g (82%) of title product. The reactants are CC(C1=CC=C(C=C1)C(C(C1=CC=C(C=C1)C)(F)F)(F)F)(C)NC=O (N-[α,α-dimethyl-4-(p-methyl-α,α,β,β-tetrafluorophenethyl)-benzyl]-formamide), Cl (hydrogen chloride), 4-(p-methyl-α,α,β,β-tetrafluorophenethyl)-α,αN-trimethylbenzylamine, hydrochloride salt. Solvent: C(C)O (ethanol), C(C)O (ethanol). The product is CC1=CC=C(C(C(F)(F)C2=CC=C(C(C)(C)NC)C=C2)(F)F)C=C1 (4-(p-Methyl-α,α,β,β-tetrafluorophenethyl)-α,α,N-trimethylbenzylamine). RXN SMILES: [CH3:1][C:2]([NH:23][CH:24]=O)([CH3:22])[C:3]1[CH:8]=[CH:7][C:6]([C:9]([F:21])([F:20])[C:10]([F:19])([F:18])[C:11]2[CH:16]=[CH:15][C:14]([CH3:17])=[CH:13][CH:12]=2)=[CH:5][CH:4]=1.Cl>C(O)C>[CH3:17][C:14]1[CH:13]=[CH:12][C:11]([C:10]([F:19])([F:18])[C:9]([C:6]2[CH:7]=[CH:8][C:3]([C:2]([NH:23][CH3:24])([CH3:22])[CH3:1])=[CH:4][CH:5]=2)([F:20])[F:21])=[CH:16][CH:15]=1. Reported procedure: By following essentially the same procedures described in Example 6, N-[α,α-dimethyl-4-(p-methyl-α,α,β,β-tetrafluorophenethyl)-benzyl]-formamide is reduced to 4-(p-methyl-α,α,β,β-tetrafluorophenethyl)-α,αN-trimethylbenzylamine. The crude oily base is converted to the hydrochloride salt by treating a solution in ethanol with a slight excess of 8N hydrogen chloride in ethanol. Dilution with absolute ether precipitates the white crystalline hydrochloride, m.p. 189°-190° C. The melting point is unch...